Task: describe an organic reaction: reactants, conditions, products, and yield. Dataset: the Open Reaction Database (ORD), a public repository of structured organic reaction records The reactants are FC1=C(C=O)C(=CC=C1F)F (2,3,6-Trifluoro-benzaldehyde), N1=CC(=CC=C1)C=1C=C2C(=NC1)NC=C2 (5-pyridin-3-yl-1H-pyrrolo[2,3-b]pyridine), CS(=O)(=O)C=1C=C(C=CC1)C=1C=C2C(=NC1)NC=C2 (5-(3-methanesulfonyl-phenyl)-1H-pyrrolo[2,3-b]pyridine). The product is CS(=O)(=O)C=1C=C(C=CC1)C=1C=C2C(=NC1)NC=C2C(=O)C2=C(C(=CC=C2F)F)F ([5-(3-Methanesulfonyl-phenyl)-1H-pyrrolo[2,3-b]pyridin-3-yl]-(2,3,6-trifluoro-phenyl)-methanone). Reaction SMILES: [F:1][C:2]1[C:9]([F:10])=[CH:8][CH:7]=[C:6]([F:11])[C:3]=1[CH:4]=[O:5].N1C=CC=C(C2C=C3C=CNC3=NC=2)C=1.[CH3:27][S:28]([C:31]1[CH:32]=[C:33]([C:37]2[CH:38]=[C:39]3[CH:45]=[CH:44][NH:43][C:40]3=[N:41][CH:42]=2)[CH:34]=[CH:35][CH:36]=1)(=[O:30])=[O:29]>>[CH3:27][S:28]([C:31]1[CH:32]=[C:33]([C:37]2[CH:38]=[C:39]3[C:45]([C:4]([C:3]4[C:6]([F:11])=[CH:7][CH:8]=[C:9]([F:10])[C:2]=4[F:1])=[O:5])=[CH:44][NH:43][C:40]3=[N:41][CH:42]=2)[CH:34]=[CH:35][CH:36]=1)(=[O:29])=[O:30]. Procedure: was prepared using the protocol of Steps 3 and 4 of Scheme 17, substituting propane-2-sulfonic acid (2,4-difluoro-3-formyl-phenyl)-amide with 2,3,6-Trifluoro-benzaldehyde and 5-pyridin-3-yl-1H-pyrrolo[2,3-b]pyridine 89 with 5-(3-methanesulfonyl-phenyl)-1H-pyrrolo[2,3-b]pyridine in Step 3. MS (ES) [M−H+]−=429.0. The reactants are CC1=C(C=2N(C=C1C1=CC=NN1C1=CC=C(C#N)C=C1)C(NN2)=O)C2=CC(=CC=C2)C(F)(F)F (4-{5-[7-methyl-3-oxo-8-(3-trifluoromethyl-phenyl)-2,3-dihydro-[1,2,4]triazolo[4,3-a]pyridin-6-yl]-pyrazol-1-yl}-benzonitrile), ClCC(=O)NC (2-chloro-N-methylacetamide), Example 11. The product is C(#N)C1=CC=C(C=C1)N1N=CC=C1C=1C(=C(C=2N(C1)C(N(N2)CC(=O)NC)=O)C2=CC(=CC=C2)C(F)(F)F)C (2-[6-[2-(4-Cyano-phenyl)-2H-pyrazol-3-yl]-7-methyl-3-oxo-8-(3-trifluoromethyl-phenyl)-[1,2,4]triazolo[4,3-a]pyridin-2-yl]-N-methyl-acetamide). RXN SMILES: [CH3:1][C:2]1[C:7]([C:8]2[N:12]([C:13]3[CH:20]=[CH:19][C:16]([C:17]#[N:18])=[CH:15][CH:14]=3)[N:11]=[CH:10][CH:9]=2)=[CH:6][N:5]2[C:21](=[O:24])[NH:22][N:23]=[C:4]2[C:3]=1[C:25]1[CH:30]=[CH:29][CH:28]=[C:27]([C:31]([F:34])([F:33])[F:32])[CH:26]=1.Cl[CH2:36][C:37]([NH:39][CH3:40])=[O:38]>>[C:17]([C:16]1[CH:19]=[CH:20][C:13]([N:12]2[C:8]([C:7]3[C:2]([CH3:1])=[C:3]([C:25]4[CH:30]=[CH:29][CH:28]=[C:27]([C:31]([F:34])([F:32])[F:33])[CH:26]=4)[C:4]4[N:5]([C:21](=[O:24])[N:22]([CH2:36][C:37]([NH:39][CH3:40])=[O:38])[N:23]=4)[CH:6]=3)=[CH:9][CH:10]=[N:11]2)=[CH:14][CH:15]=1)#[N:18]. Procedure: The title compound was prepared from 4-{5-[7-methyl-3-oxo-8-(3-trifluoromethyl-phenyl)-2,3-dihydro-[1,2,4]triazolo[4,3-a]pyridin-6-yl]-pyrazol-1-yl}-benzonitrile (Ex. 9, 55 mg. 0.12 mmol) and 2-chloro-N-methylacetamide (19 μL, 0.18 mmol), using a similar method to that used in Example 11 (25 mg). Reactants: ClC1=CC(=CC=C1)C(=O)OO (m-Chloroperbenzoic acid), ClC1=NC=C(C(=O)O)C=C1 (6-chloronicotinic acid). The solvent is C(Cl)(Cl)Cl (chloroform). Run at temperature 45 celsius, time 24 hour. Product: ClC1=[N+](C=C(C(=O)O)C=C1)[O-] (6-Chloronicotinic acid 1-oxide). Isolated yield 93.0%. Reaction SMILES: ClC1C=CC=C(C(OO)=[O:9])C=1.[Cl:12][C:13]1[CH:21]=[CH:20][C:16]([C:17]([OH:19])=[O:18])=[CH:15][N:14]=1>C(Cl)(Cl)Cl>[Cl:12][C:13]1[CH:21]=[CH:20][C:16]([C:17]([OH:19])=[O:18])=[CH:15][N+:14]=1[O-:9]. Procedure details: m-Chloroperbenzoic acid (7.46 g, 26.0 mmol) was added to a suspension of 6-chloronicotinic acid (3.14 g, 20.0 mmol) in chloroform (30 mL) at room temperature. The mixture was stirred for 24 h at 45° C. followed by cooling to 0° C. The resulting white precipitate was filtered off, washed with chloroform (10 mL), and air-dried to give 3.22 g, (93% yield) of the title compound: 1H NMR (DMSO-d6, 400 MHz) δ 8.72 (s, 1H), 7.97 (d, J=8.0 Hz, 1H), 7.78 (d, J=8.0 Hz, 1H); MS (EI) m/z 174 and 176 (M++1). Yields the product C(C(=C)C)(=O)NCC(=O)O (α-methacryloylaminoacetic acid). Reactants: aqueous solution, O (water), [OH-].[Na+] (sodium hydroxide), [OH-].[Na+] (sodium hydroxide), C(C(=C)C)(=O)Cl (methacrylic chloride), NCC(=O)O (glycine), [N+](=O)([O-])C1=CC=CC=C1 (nitrobenzene), Cl (hydrochloric acid). Procedure details: To 400 ml of water containing 80 g (2.0 mol) of sodium hydroxide dissolved, were added 150 g (2.0 mol) of glycine and 4 ml of nitrobenzene. To the mixture, there were simultaneously added 200 ml of an aqueous solution containing 96 g (2.4 mol) of sodium hydroxide and 230 g (2.2 mol) of methacrylic chloride under cooling (at -20° C.) with stirring over a period of about 2 hours. After adding 800 ml of acetonitrile and 160 ml of concentrated hydrochloric acid, the organic layer was separated. The ... The solvent is C(C)#N (acetonitrile). Reaction conditions: temperature -20 celsius, time 2 hour. The yield is 64.3%. As a reaction SMILES: O.[OH-].[Na+].[NH2:4][CH2:5][C:6]([OH:8])=[O:7].[N+](C1C=CC=CC=1)([O-])=O.[C:18](Cl)(=[O:22])[C:19]([CH3:21])=[CH2:20].Cl>C(#N)C>[C:18]([NH:4][CH2:5][C:6]([OH:8])=[O:7])(=[O:22])[C:19]([CH3:21])=[CH2:20] |f:1.2|. Starting materials: CC(CCO)CCCC(C)(C)C, CC(C)O, O=[Cr](=O)(O)O, [K+], [OH-], c1ccncc1. Product: CC(CC=O)CCCC(C)(C)C. Reaction SMILES: [CH3:1][CH:2]([CH2:3][CH2:4][OH:5])[CH2:6][CH2:7][CH2:8][C:9]([CH3:10])([CH3:11])[CH3:12].[CH:18]([OH:19])([CH3:20])[CH3:21].[Cr:13]([OH:14])([OH:15])(=[O:16])=[O:17].[K+:29].[OH-:28].[cH:22]1[cH:23][cH:24][n:25][cH:26][cH:27]1>>[CH3:1][CH:2]([CH2:3][CH:4]=[O:5])[CH2:6][CH2:7][CH2:8][C:9]([CH3:10])([CH3:11])[CH3:12].